Dataset: the Open Reaction Database (ORD), a public repository of structured organic reaction records. Task: describe an organic reaction: reactants, conditions, products, and yield The reactants are C(C1=CC=CC=C1)OC1=C(C=C(C=C1F)F)CCO (2-(2-(benzyloxy)-3,5-difluorophenyl)ethanol), C1=CC=C(C=C1)P(C2=CC=CC=C2)C3=CC=CC=C3 (Ph3P), N1C=NC=C1 (imidazole), II (iodine). Solvent: C(Cl)Cl (DCM). Reaction conditions: temperature 0 celsius, time 30 minute. Yields the product C(C1=CC=CC=C1)OC1=C(C=C(C=C1CCI)F)F (2-(benzyloxy)-1,5-difluoro-3-(2-iodoethyl)benzene). Yield: 70.6%. Reaction SMILES: C1C=CC(P(C2C=CC=CC=2)C2C=CC=CC=2)=CC=1.N1C=CN=C1.[I:25]I.[CH2:27]([O:34][C:35]1[C:40]([F:41])=[CH:39][C:38]([F:42])=[CH:37][C:36]=1[CH2:43][CH2:44]O)[C:28]1[CH:33]=[CH:32][CH:31]=[CH:30][CH:29]=1>C(Cl)Cl>[CH2:27]([O:34][C:35]1[C:36]([CH2:43][CH2:44][I:25])=[CH:37][C:38]([F:42])=[CH:39][C:40]=1[F:41])[C:28]1[CH:33]=[CH:32][CH:31]=[CH:30][CH:29]=1. Procedure details: A solution of Ph3P (750 mg, 2.86 mmol) and imidazole (195 mg, 2.86 mmol) in DCM (15 mL) was cooled to 0° C. Added to this was iodine (726 mg, 2.86 mmol) and the resulting mixture was stirred at 0° C. for 30 min. Then, 2-(2-(benzyloxy)-3,5-difluorophenyl)ethanol (630 mg, 2.384 mmol) was added portionwise over several minutes and the resulting mixture was stirred at room temp. After 5 h, the mixture was filtered washing the solids with DCM. The filtrate was washed with aq Na2S2O3 and the organic p... The reactants are CC([C@H](CN)C1=CC=CC=C1)C ((S)-(+)-3-methyl-2-phenylbutylamine), C(C1=CC=CC=C1)(=O)C=1C=C(C=CC1)C(C(=O)O)C ((±)-2-(3-benzoylphenyl)propionic acid), COC(C)(C)C (methyl-t-butyl ether), CC([C@H](CN)C1=CC=CC=C1)C ((S)-(+)-3-methyl-2-phenylbutylamine). Solvent: O (water). Conditions: temperature 10 celsius. The product is C(C1=CC=CC=C1)(=O)C=1C=C(C=CC1)[C@@H](C(=O)O)C ((S)-(+)-2-(3-benzoylphenyl)propionic acid). The yield is 37.6%. RXN SMILES: [C:1]([C:9]1[CH:10]=[C:11]([CH:15]([CH3:19])[C:16]([OH:18])=[O:17])[CH:12]=[CH:13][CH:14]=1)(=[O:8])[C:2]1[CH:7]=[CH:6][CH:5]=[CH:4][CH:3]=1.COC(C)(C)C.CC(C)[C@@H](C1C=CC=CC=1)CN>O>[C:1]([C:9]1[CH:10]=[C:11]([C@H:15]([CH3:19])[C:16]([OH:18])=[O:17])[CH:12]=[CH:13][CH:14]=1)(=[O:8])[C:2]1[CH:3]=[CH:4][CH:5]=[CH:6][CH:7]=1. Procedure details: To (±)-2-(3-benzoylphenyl)propionic acid (1200 g, 4.719 mol) were added methyl-t-butyl ether (hereinafter abbreviated to "MTBE") (4.8 L) and water (600 g, water/KET=0.50) and the mixture was dissolved with heating. Then, (S)-(+)-3-methyl-2-phenylbutylamine (388 g, 2.377 mol) was added dropwise with stirring at 50° C. to 55° C. This reaction solution was cooled to precipitate a crystal and then reheated from 35° C. to 50° C. This solution was again cooled and then reheated from 40° C. to 45° C. T... Reactants: ClCCl, CS(=O)(=O)c1c(Cl)cc(CO)cc1Cl. The product is CS(=O)(=O)c1c(Cl)cc(C=O)cc1Cl. RXN SMILES: [Cl:15][CH2:16][Cl:17].[Cl:1][c:2]1[cH:3][c:4]([CH2:5][OH:6])[cH:7][c:8]([Cl:14])[c:9]1[S:10](=[O:11])(=[O:12])[CH3:13]>>[Cl:1][c:2]1[cH:3][c:4]([CH:5]=[O:6])[cH:7][c:8]([Cl:14])[c:9]1[S:10](=[O:11])(=[O:12])[CH3:13]. The reactants are S(=O)(=O)(O)O.NN (hydrazine sulfate), [OH-].[Na+] (sodium hydroxide), C(C=CC1=CC=CC=C1)(=O)Cl (cinnamoyl chloride), [OH-].[Na+] (sodium hydroxide). Solvent: O (water), O (water). Run at time 2 hour. The product is C(C=CC1=CC=CC=C1)(=O)NNC(C=CC1=CC=CC=C1)=O (N,N'-biscinnamoylhydrazine). Yield: 54.4%. RXN SMILES: S(O)(O)(=O)=O.[NH2:6][NH2:7].[OH-:8].[Na+].[C:10](Cl)(=[O:19])[CH:11]=[CH:12][C:13]1[CH:18]=[CH:17][CH:16]=[CH:15][CH:14]=1>O>[C:10]([NH:6][NH:7][C:10](=[O:8])[CH:11]=[CH:12][C:13]1[CH:18]=[CH:17][CH:16]=[CH:15][CH:14]=1)(=[O:19])[CH:11]=[CH:12][C:13]1[CH:18]=[CH:17][CH:16]=[CH:15][CH:14]=1 |f:0.1,2.3|. Procedure details: A solution of 9.5 g of hydrazine sulfate and 8.0 g of sodium hydroxide in 83 ml of water was stirred at 20° -30° C while cooled with ice. To the resulting solution were slowly added dropwise 25 g of cinnamoyl chloride and 7.5 g of sodium hydroxide in 20 ml of water. After completion of the addition, the mixture was stirred at 20° -30° C for 2 hours. The produced precipitate was collected by filtration and washed with water. The so obtained product was then recrystallized twice from acetic acid (... Reactants: BrC=1C=C2C=CC(=CC2=C(C1)F)O (6-bromo-8-fluoro-2-naphthol), FC=1C=C(C=CC1OC)B(O)O (3-fluoro-4-methoxyphenyl boronic acid). Product: FC=1C=C(C=C2C=CC(=CC12)O)C1=CC(=C(C=C1)OC)F (8-Fluoro-6-(3-fluoro-4-methoxyphenyl)-2-naphthol), white solid. The yield is 85.0%. RXN SMILES: Br[C:2]1[CH:3]=[C:4]2[C:9](=[C:10]([F:12])[CH:11]=1)[CH:8]=[C:7]([OH:13])[CH:6]=[CH:5]2.[F:14][C:15]1[CH:16]=[C:17](B(O)O)[CH:18]=[CH:19][C:20]=1[O:21][CH3:22]>>[F:12][C:10]1[CH:11]=[C:2]([C:17]2[CH:18]=[CH:19][C:20]([O:21][CH3:22])=[C:15]([F:14])[CH:16]=2)[CH:3]=[C:4]2[C:9]=1[CH:8]=[C:7]([OH:13])[CH:6]=[CH:5]2. Procedure details: The title compound was prepared by reacting 6-bromo-8-fluoro-2-naphthol (0.66 g, 2.74 mmol) with 3-fluoro-4-methoxyphenyl boronic acid (0.56 g, 3.3 mmol) according to method A to yield 0.67 g (85%) of a white solid: mp 138-140° C.; 1H NMR (DMSO-d6): δ 3.90 (3H, s), 7.17-7.30 (3H, m), 7.60-7.65 (2H, m), 7.71 (1H, dd, J=2.19 Hz), J=13.14 Hz), 7.90 (1H, d, J=8.37 Hz), 7.99 (1H, bs), 10.15 (1H, bs); MS (ESI) m/z285 (M−H)−. Starting materials: C(CCC)(=O)NC=1C=2N=CN([C@]3([C@H](OC)[C@H](O)[C@@H](COOC)O3)C(C3=CC=CC=C3)(C3=CC=CC=C3)C3=CC=CC=C3)C2N=CN1 (N-Butyryl-5′-O-monomethoxytrityl-2′-O-methyladenosine), C(C1=CC=CC=C1)(=O)Cl (benzoyl chloride). The solvent is N1=CC=CC=C1 (pyridine), N1=CC=CC=C1 (pyridine). Reaction conditions: time 30 minute. Product: C(C1=CC=CC=C1)(=O)O[C@H]1[C@H]([C@@H](O[C@@H]1CO)N1C=NC=2C(NC(CCC)=O)=NC=NC12)OC (3′-O-Benzoyl-N6-butyryl-2′-O-methyladenosine). Isolated yield 80.0%. As a reaction SMILES: [C:1]([NH:6][C:7]1[C:8]2[N:9]=[CH:10][N:11]([C:43]=2[N:44]=[CH:45][N:46]=1)[C@:12]1(C(C2C=CC=CC=2)(C2C=CC=CC=2)C2C=CC=CC=2)[O:23][C@H:18]([CH2:19][O:20]OC)[C@@H:16]([OH:17])[C@H:13]1[O:14][CH3:15])(=[O:5])[CH2:2][CH2:3][CH3:4].[C:47](Cl)(=[O:54])[C:48]1[CH:53]=[CH:52][CH:51]=[CH:50][CH:49]=1>N1C=CC=CC=1>[C:47]([O:17][C@@H:16]1[C@@H:18]([CH2:19][OH:20])[O:23][C@@H:12]([N:11]2[C:43]3[N:44]=[CH:45][N:46]=[C:7]([NH:6][C:1](=[O:5])[CH2:2][CH2:3][CH3:4])[C:8]=3[N:9]=[CH:10]2)[C@@H:13]1[O:14][CH3:15])(=[O:54])[C:48]1[CH:53]=[CH:52][CH:51]=[CH:50][CH:49]=1. Reported procedure: N-Butyryl-5′-O-monomethoxytrityl-2′-O-methyladenosine 7 (100 mg, 0.16 mmol) was dried by evaporation of added dry pyridine (5 mL) under reduced pressure and finally by keeping on a vacuum pump for 30 min. Dry pyridine was added (2 mL) and the solution was put into ice-bath whereupon benzoyl chloride was added (1.2 eq, 0.19 mmol, 22.2 μL) and after 10 min the ice-bath was removed and the reaction was allowed to warm up and was then left stirring overnight at room temperature. A small amount of Na... Reactants: CS(=O)C (DMSO), [H-].[Na+] (sodium hydride), FC1=CC=C(C=C1)N1N=CC2=CC3=C(C=C12)CCC[C@H]1[C@@]3(CCC(C1)=O)CC1=NC=CC=C1.FC1=CC=C(C=C1)N1N=CC3=CC2=C(C=C13)CCC[C@@H]1[C@]2(CCC(C1)=O)CC1=NC=CC=C1 ((4aS,12bS)-9-(4-Fluorophenyl)-12b-pyridin-2-ylmethyl-1,2,4a,5,6,7,9,12b-octahydro-4H-9,10-diaza-benzo[3,4]cyclohepta[1,2-f]inden-3-one; compound with (4aR,12bR)-9-(4-fluoro-phenyl)-12b-pyridin-2-ylmethyl-1,2,4a,5,6,7,9,12b-octahydro-4H-9,10-diaza-benzo[3,4]cyclohepta[1,2-f]inden-3-one), [I-].C[S+](=O)(C)C (Trimethylsulfoxonium iodide). Solvent: C1CCOC1 (THF), C1CCOC1 (THF), CCOC(=O)C (EtOAc). Conditions: temperature 65 celsius. Yields the product FC1=CC=C(C=C1)N1N=CC=2C=C3C(=CC12)CCCC1C3(CCC3(OC3)C1)CC1=NC=CC=C1 (rac-(2′R,4aS,12bS)-9-(4-fluorophenyl)-12b-(pyridin-2-ylmethyl)-2,4,4a,5,6,7,9,12b-octahydro-1H-spiro[benzo[6,7]cyclohepta[1,2-f]indazole-3,2′-oxirane]). Yield: 96.8%. As a reaction SMILES: CS(C)=O.[H-].[Na+].[I-].C[S+](C)(C)=O.[F:13][C:14]1[CH:19]=[CH:18][C:17]([N:20]2[C:28]3[C:23](=[CH:24][C:25]4[C@@:33]5([CH2:39][C:40]6[CH:45]=[CH:44][CH:43]=[CH:42][N:41]=6)[CH2:34][CH2:35][C:36](=[O:38])[CH2:37][C@H:32]5[CH2:31][CH2:30][CH2:29][C:26]=4[CH:27]=3)[CH:22]=[N:21]2)=[CH:16][CH:15]=1.F[C:47]1C=CC(N2C3C(=CC4[C@]5(CC6C=CC=CN=6)CCC(=O)C[C@@H]5CCCC=4C=3)C=N2)=CC=1>C1COCC1.CCOC(C)=O>[F:13][C:14]1[CH:19]=[CH:18][C:17]([N:20]2[C:28]3[CH:27]=[C:26]4[CH2:29][CH2:30][CH2:31][CH:32]5[CH2:37][C:36]6([CH2:47][O:38]6)[CH2:35][CH2:34][C:33]5([CH2:39][C:40]5[CH:45]=[CH:44][CH:43]=[CH:42][N:41]=5)[C:25]4=[CH:24][C:23]=3[CH:22]=[N:21]2)=[CH:16][CH:15]=1 |f:1.2,3.4,5.6|. Procedure: A flask with stir bar and nitrogen line was charged with DMSO (2 mL) and sodium hydride (60 wt % in oil, 0.021 g, 0.523 mmol). The mixture was warmed in an oil bath heated to about 65° C. for about 30 min then cooled to rt. THF (1 mL) was added and the mixture was cooled to about 0° C. Trimethylsulfoxonium iodide (0.115 g, 0.523 mmol) was added and the mixture was stirred for about 15 min. (4aS,12bS)-9-(4-Fluorophenyl)-12b-pyridin-2-ylmethyl-1,2,4a,5,6,7,9,12b-octahydro-4H-9,10-diaza-benzo[3,4]c... Reactants: [BH4-], CC(=O)c1cc(C=O)n(C)c1, CC(=O)c1cc(-c2c3c(=O)n(C)c(=O)n(CC(C)C)c3nn2Cc2c[nH]c3ccc(Cl)cc23)n(C)c1, C1CCOC1, O=Cc1c[nH]c2ccc(Cl)cc12, CC(C)Cn1c(NN)cc(=O)n(C)c1=O, [Na+]. Product: CC(C)Cn1c(=O)n(C)c(=O)c2c(-c3cc(C(C)O)cn3C)n(Cc3c[nH]c4ccc(Cl)cc34)nc21. Reaction SMILES: [BH4-:75].[C:28]([c:29]1[cH:30][c:31]([CH:32]=[O:33])[n:34]([CH3:35])[cH:36]1)(=[O:37])[CH3:38].[C:39]([CH3:40])(=[O:41])[c:42]1[cH:43][c:44](-[c:48]2[n:49]([CH2:64][c:65]3[cH:66][nH:67][c:68]4[cH:69][cH:70][c:71]([Cl:74])[cH:72][c:73]34)[n:50][c:51]3[n:52]([CH2:60][CH:61]([CH3:62])[CH3:63])[c:53](=[O:59])[n:54]([CH3:58])[c:55](=[O:57])[c:56]23)[n:45]([CH3:47])[cH:46]1.[CH2:77]1[O:78][CH2:79][CH2:80][CH2:81]1.[Cl:16][c:17]1[cH:18][c:19]2[c:20]([cH:21][cH:22]1)[nH:23][cH:24][c:25]2[CH:26]=[O:27].[NH:1]([c:2]1[n:3]([CH2:4][CH:5]([CH3:6])[CH3:7])[c:8](=[O:9])[n:10]([CH3:11])[c:12](=[O:13])[cH:14]1)[NH2:15].[Na+:76]>>[CH:39]([CH3:40])([OH:41])[c:42]1[cH:43][c:44](-[c:48]2[n:49]([CH2:64][c:65]3[cH:66][nH:67][c:68]4[cH:69][cH:70][c:71]([Cl:74])[cH:72][c:73]34)[n:50][c:51]3[n:52]([CH2:60][CH:61]([CH3:62])[CH3:63])[c:53](=[O:59])[n:54]([CH3:58])[c:55](=[O:57])[c:56]23)[n:45]([CH3:47])[cH:46]1. Starting materials: Br, COc1ccc(C(=O)c2ccc3c(c2)S(=O)CN3)cc1, CC(=O)O. Product: O=C(c1ccc(O)cc1)c1ccc2c(c1)S(=O)CN2. As a reaction SMILES: [BrH:21].[CH3:1][O:2][c:3]1[cH:4][cH:5][c:6]([C:7](=[O:8])[c:9]2[cH:10][c:11]3[c:12]([cH:17][cH:18]2)[NH:13][CH2:14][S:15]3=[O:16])[cH:19][cH:20]1.[CH3:22][C:23](=[O:24])[OH:25]>>[OH:2][c:3]1[cH:4][cH:5][c:6]([C:7](=[O:8])[c:9]2[cH:10][c:11]3[c:12]([cH:17][cH:18]2)[NH:13][CH2:14][S:15]3=[O:16])[cH:19][cH:20]1. Starting materials: BrC=1C=C2C(CN(CC2=C(C1)Cl)C)C1=CC=C(C=C1)NC(C)=O (N-[4-(6-Bromo-8-chloro-2-methyl-1,2,3,4-tetrahydro-isoquinolin-4-yl)-phenyl]-acetamide), C1(CC1)CN (C-cyclopropyl-methylamine). Product: Cl.ClC=1C=C(C=C2C(CN(CC12)C)C1=CC=C(C=C1)NC(C)=O)NCC1CC1 (N-{4-[8-Chloro-6-(cyclopropylmethyl-amino)-2-methyl-1,2,3,4-tetrahydro-isoquinolin-4-yl]-phenyl}-acetamide, Hydrochloride). RXN SMILES: Br[C:2]1[CH:3]=[C:4]2[C:9](=[C:10]([Cl:12])[CH:11]=1)[CH2:8][N:7]([CH3:13])[CH2:6][CH:5]2[C:14]1[CH:19]=[CH:18][C:17]([NH:20][C:21](=[O:23])[CH3:22])=[CH:16][CH:15]=1.[CH:24]1([CH2:27][NH2:28])[CH2:26][CH2:25]1>>[ClH:12].[Cl:12][C:10]1[CH:11]=[C:2]([NH:28][CH2:27][CH:24]2[CH2:26][CH2:25]2)[CH:3]=[C:4]2[C:9]=1[CH2:8][N:7]([CH3:13])[CH2:6][CH:5]2[C:14]1[CH:19]=[CH:18][C:17]([NH:20][C:21](=[O:23])[CH3:22])=[CH:16][CH:15]=1 |f:2.3|. Procedure details: Preparation takes place in analogy to the method described in example 25, starting from N-[4-(6-bromo-8-chloro-2-methyl-1,2,3,4-tetrahydro-isoquinolin-4-yl)-phenyl]-acetamide (example 24) and C-cyclopropyl-methylamine. The chromatography on silica gel was followed by a further purification on a preparative HPLC. The purified compound was dissolved in 1 N HCl, diluted with H2O and freeze dried.